describe an organic reaction: reactants, conditions, products, and yield From a dataset of the Open Reaction Database (ORD), a public repository of structured organic reaction records. The reactants are ClC1=NC=CC(=N1)C=1C=C(C(N(N1)COCC[Si](C)(C)C)=O)C1=NC2=C(N1COCC[Si](C)(C)C)C=CC=C2 (6-(2-chloropyrimidin-4-yl)-2-(2-trimethylsilanylethoxymethyl)-4-[1-(2-trimethylsilanylethoxymethyl)-1H-benzimidazol-2-yl]-2H-pyridazin-3-one), C1(CC1)B(O)O (cyclopropylboronic acid), P(=O)([O-])([O-])[O-].[K+].[K+].[K+] (potassium phosphate). The reagents and catalysts are C1=CC=C(C=C1)P([C-]2C=CC=C2)C3=CC=CC=C3.C1=CC=C(C=C1)P([C-]2C=CC=C2)C3=CC=CC=C3.Cl[Pd]Cl.[Fe+2] (1,1′-bis(diphenylphosphino)ferrocenepalladium(II) chloride). Solvent: C1(=CC=CC=C1)C (toluene), O (water), O (water). Run at temperature 100 celsius, time 9 hour. Product: C1(CC1)C1=NC=CC(=N1)C=1C=C(C(N(N1)COCC[Si](C)(C)C)=O)C1=NC2=C(N1COCC[Si](C)(C)C)C=CC=C2 (6-(2-Cyclopropylpyrimidin-4-yl)-2-(2-trimethylsilanylethoxymethyl)-4-[1-(2-trimethylsilanylethoxymethyl)-1H-benzimidazol-2-yl]-2H-pyridazin-3-one). RXN SMILES: Cl[C:2]1[N:7]=[C:6]([C:8]2[CH:9]=[C:10]([C:23]3[N:27]([CH2:28][O:29][CH2:30][CH2:31][Si:32]([CH3:35])([CH3:34])[CH3:33])[C:26]4[CH:36]=[CH:37][CH:38]=[CH:39][C:25]=4[N:24]=3)[C:11](=[O:22])[N:12]([CH2:14][O:15][CH2:16][CH2:17][Si:18]([CH3:21])([CH3:20])[CH3:19])[N:13]=2)[CH:5]=[CH:4][N:3]=1.[CH:40]1(B(O)O)[CH2:42][CH2:41]1.P([O-])([O-])([O-])=O.[K+].[K+].[K+]>C1(C)C=CC=CC=1.O.C1C=CC(P(C2C=CC=CC=2)[C-]2C=CC=C2)=CC=1.C1C=CC(P(C2C=CC=CC=2)[C-]2C=CC=C2)=CC=1.Cl[Pd]Cl.[Fe+2]>[CH:40]1([C:2]2[N:7]=[C:6]([C:8]3[CH:9]=[C:10]([C:23]4[N:27]([CH2:28][O:29][CH2:30][CH2:31][Si:32]([CH3:35])([CH3:34])[CH3:33])[C:26]5[CH:36]=[CH:37][CH:38]=[CH:39][C:25]=5[N:24]=4)[C:11](=[O:22])[N:12]([CH2:14][O:15][CH2:16][CH2:17][Si:18]([CH3:21])([CH3:20])[CH3:19])[N:13]=3)[CH:5]=[CH:4][N:3]=2)[CH2:42][CH2:41]1 |f:2.3.4.5,8.9.10.11|. Procedure details: 100 mg of 6-(2-chloropyrimidin-4-yl)-2-(2-trimethylsilanylethoxymethyl)-4-[1-(2-trimethylsilanylethoxymethyl)-1H-benzimidazol-2-yl]-2H-pyridazin-3-one, 29.2 mg of cyclopropylboronic acid and 138 mg of potassium phosphate are dissolved in 1 ml of toluene and 0.05 ml of water and, under an argon atmosphere, 17 mg of 1,1′-bis(diphenylphosphino)ferrocenepalladium(II) chloride (1:1 complex with CH2Cl2) are added. The mixture is stirred at 100° C. for 9 h. After cooling to room temperature, it is dilu... The reactants are ClC=1C=CC(=NC1)NC(=O)C1=CC=C(OC2=C(C=C3C(CCOC3=C2)C(=O)OC(C)(C)C)C#N)C=C1 (tert-Butyl 7-(4-(5-chloropyridin-2-ylcarbamoyl)phenoxy)-6-cyanochroman-4-carboxylate). Run in C(Cl)Cl (DCM), C(=O)(C(F)(F)F)O (TFA). Run at time 2 hour. Yields the product ClC=1C=CC(=NC1)NC(=O)C1=CC=C(OC2=C(C=C3C(CCOC3=C2)C(=O)O)C#N)C=C1 (7-(4-(5-chloropyridin-2-ylcarbamoyl)phenoxy)-6-cyanochroman-4-carboxylic acid). Isolated yield 70.9%. RXN SMILES: [Cl:1][C:2]1[CH:3]=[CH:4][C:5]([NH:8][C:9]([C:11]2[CH:36]=[CH:35][C:14]([O:15][C:16]3[CH:25]=[C:24]4[C:19]([CH:20]([C:26]([O:28]C(C)(C)C)=[O:27])[CH2:21][CH2:22][O:23]4)=[CH:18][C:17]=3[C:33]#[N:34])=[CH:13][CH:12]=2)=[O:10])=[N:6][CH:7]=1>C(Cl)Cl.C(O)(C(F)(F)F)=O>[Cl:1][C:2]1[CH:3]=[CH:4][C:5]([NH:8][C:9]([C:11]2[CH:12]=[CH:13][C:14]([O:15][C:16]3[CH:25]=[C:24]4[C:19]([CH:20]([C:26]([OH:28])=[O:27])[CH2:21][CH2:22][O:23]4)=[CH:18][C:17]=3[C:33]#[N:34])=[CH:35][CH:36]=2)=[O:10])=[N:6][CH:7]=1. Reported procedure: tert-Butyl 7-(4-(5-chloropyridin-2-ylcarbamoyl)phenoxy)-6-cyanochroman-4-carboxylate (4 mg, 0.0079 mmol) was diluted with DCM (500 μL) and TFA (500 μL). After stirring for 2 hours, the reaction was concentrated and placed under high vacuum for 1 hour. The residue was purified by preparative TLC, eluting with 10% methanol/DCM to provide the desired product (2.5 mg, 0.0056 mmol, 70% yield) as a white solid. MS (ESI)=450.1 (M+1).